describe an organic reaction: reactants, conditions, products, and yield From a dataset of the Open Reaction Database (ORD), a public repository of structured organic reaction records. Starting materials: C(C)(C)(C)OC(=O)NCCOC1=CC=C(C=C1)[C@H](C(=O)OC)NS(=O)(=O)C1=CC=C(C=C1)OCC#CC (methyl (2R)-(4-{2-[(tert-butoxycarbonyl)amino]ethoxy}phenyl)({[4-(2-butynyloxy)phenyl]sulfonyl}amino)ethanoate), FC(C(=O)O)(F)F (trifluoroacetic acid). Solvent: ClCCl (dichloromethane). Run at time 2 hour. The product is NCCOC1=CC=C(C=C1)[C@H](C(=O)OC)NS(=O)(=O)C1=CC=C(C=C1)OCC#CC (methyl(2R)-[4-(2-aminoethoxy)phenyl]({[4-(2-butynyloxy)phenyl]sulfonyl}amino)ethanoate). Yield: 100.0%. RXN SMILES: C(OC([NH:8][CH2:9][CH2:10][O:11][C:12]1[CH:17]=[CH:16][C:15]([C@@H:18]([NH:23][S:24]([C:27]2[CH:32]=[CH:31][C:30]([O:33][CH2:34][C:35]#[C:36][CH3:37])=[CH:29][CH:28]=2)(=[O:26])=[O:25])[C:19]([O:21][CH3:22])=[O:20])=[CH:14][CH:13]=1)=O)(C)(C)C.FC(F)(F)C(O)=O>ClCCl>[NH2:8][CH2:9][CH2:10][O:11][C:12]1[CH:17]=[CH:16][C:15]([C@@H:18]([NH:23][S:24]([C:27]2[CH:28]=[CH:29][C:30]([O:33][CH2:34][C:35]#[C:36][CH3:37])=[CH:31][CH:32]=2)(=[O:26])=[O:25])[C:19]([O:21][CH3:22])=[O:20])=[CH:14][CH:13]=1. Procedure: To a solution of 0.300 g (0.564 mmol) of methyl (2R)-(4-{2-[(tert-butoxycarbonyl)amino]ethoxy}phenyl)({[4-(2-butynyloxy)phenyl]sulfonyl}amino)ethanoate (from Example 199) in 1.5 mL of dichloromethane was added 1.5 mL of trifluoroacetic acid and the resulting mixture was stirred for 2 h at room temperature and then concentrated in vacuo. The residue was diluted with ethyl acetate and the organics were washed with saturated sodium bicarbonate solution, dried over sodium sulfate, filtered and conce... Starting materials: solution, C[Si](C)(C)[N-][Si](C)(C)C.[Li+] (lithium bis(trimethylsilyl)amide), FC(C1=C(NC=C1)C(=O)NC1=CC=CC=C1)F (3-(difluoromethyl)-N-phenyl-1H-pyrrole-2-carboxamide), C1(=CC=CC=C1)P(N)(=O)C1=CC=CC=C1 (P,P-diphenylphosphinic amide), O (water). Run in CN(C)C=O (DMF), CN(C)C=O (DMF). Conditions: time 1 hour. Yields the product NN1C(=C(C=C1)C(F)F)C(=O)NC1=CC=CC=C1 (1-Amino-3-(difluoromethyl)-N-phenyl-1H-pyrrole-2-carboxamide). Yield: 38.0%. RXN SMILES: C[Si]([N-][Si](C)(C)C)(C)C.[Li+].[F:11][CH:12]([F:27])[C:13]1[CH:17]=[CH:16][NH:15][C:14]=1[C:18]([NH:20][C:21]1[CH:26]=[CH:25][CH:24]=[CH:23][CH:22]=1)=[O:19].C1(P(C2C=CC=CC=2)(=O)[NH2:35])C=CC=CC=1.O>CN(C=O)C>[NH2:35][N:15]1[CH:16]=[CH:17][C:13]([CH:12]([F:11])[F:27])=[C:14]1[C:18]([NH:20][C:21]1[CH:22]=[CH:23][CH:24]=[CH:25][CH:26]=1)=[O:19] |f:0.1|. Reported procedure: 1.1 ml (1.1 mmol) of a 1M solution of lithium bis(trimethylsilyl)amide was added to a solution of 3-(difluoromethyl)-N-phenyl-1H-pyrrole-2-carboxamide (100 mg, 0.42 mmol) and DPPONH2 (P,P-diphenylphosphinic amide, available from Sigma Aldrich®, cat. no. 5994-87-6) (250 mg, 1,1 mmol) in DMF (4 mL) at room temperature. A thick suspension formed and additional 4 mL of DMF were added. The mixture was stirred at room temperature for 1 hour and then it was poured into 50 mL of water and extracted with... The reactants are C=CCOC1OC(COC(C)=O)C(OC(C)=O)C(OC(C)=O)C1NC(C)=O, CC(=O)OC(C)=O, CO, ClCCl, Cc1ccccc1S(=O)(=O)Cl, c1ccncc1. Yields the product C=CCOC1OC(COS(=O)(=O)c2ccccc2C)C(OC(C)=O)C(OC(C)=O)C1NC(C)=O. As a reaction SMILES: [C:1]([CH3:2])(=[O:3])[NH:4][CH:5]1[CH:6]([O:7][CH2:8][CH:9]=[CH2:10])[O:11][CH:12]([CH2:23][O:24][C:25](=[O:26])[CH3:27])[CH:13]([O:19][C:20]([CH3:21])=[O:22])[CH:14]1[O:15][C:16]([CH3:17])=[O:18].[CH3:39][C:40]([O:41][C:42](=[O:43])[CH3:44])=[O:45].[CH3:46][OH:47].[Cl:54][CH2:55][Cl:56].[c:28]1([CH3:38])[c:29]([S:34](=[O:35])(=[O:36])[Cl:37])[cH:30][cH:31][cH:32][cH:33]1.[cH:48]1[cH:49][cH:50][n:51][cH:52][cH:53]1>>[C:1]([CH3:2])(=[O:3])[NH:4][CH:5]1[CH:6]([O:7][CH2:8][CH:9]=[CH2:10])[O:11][CH:12]([CH2:23][O:24][S:34]([c:29]2[c:28]([CH3:38])[cH:33][cH:32][cH:31][cH:30]2)(=[O:35])=[O:36])[CH:13]([O:19][C:20]([CH3:21])=[O:22])[CH:14]1[O:15][C:16]([CH3:17])=[O:18]. Starting materials: ClC1=NC(=CC(=C1)C=1C=NN(C1)C(C)C)Cl (2,6-Dichloro-4-(1-isopropyl-1H-pyrazol-4-yl)pyridine), FC1=CC=C(C=C1)[C@H](C)N ((S)-(−)-1-(4-fluorophenyl)ethylamine), C(C)(C)(C)P(C1=C(C=CC=C1)C1=CC=CC=C1)C(C)(C)C (2-(di-t-butylphosphino)biphenyl), CC(C)([O-])C.[Na+] (sodium t-butoxide). Reagents/catalysts: C(C)(=O)[O-].[Pd+2].C(C)(=O)[O-] (palladium acetate). The solvent is C(C)(=O)OCC (ethyl acetate), C1(=CC=CC=C1)C (toluene). Conditions: temperature 85 celsius, time 2 hour. Product: ClC1=CC(=CC(=N1)N[C@@H](C)C1=CC=C(C=C1)F)C=1C=NN(C1)C(C)C ((S)-6-Chloro-N-[1-(4-fluorophenyl)ethyl]-4-(1-isopropyl-1H-pyrazol-4-yl)pyridine-2-amine). Yield: 29.0%. Reaction SMILES: Cl[C:2]1[CH:7]=[C:6]([C:8]2[CH:9]=[N:10][N:11]([CH:13]([CH3:15])[CH3:14])[CH:12]=2)[CH:5]=[C:4]([Cl:16])[N:3]=1.[F:17][C:18]1[CH:23]=[CH:22][C:21]([C@@H:24]([NH2:26])[CH3:25])=[CH:20][CH:19]=1.C(P(C(C)(C)C)C1C=CC=CC=1C1C=CC=CC=1)(C)(C)C.CC(C)([O-])C.[Na+]>C(OCC)(=O)C.C([O-])(=O)C.[Pd+2].C([O-])(=O)C.C1(C)C=CC=CC=1>[Cl:16][C:4]1[N:3]=[C:2]([NH:26][C@H:24]([C:21]2[CH:22]=[CH:23][C:18]([F:17])=[CH:19][CH:20]=2)[CH3:25])[CH:7]=[C:6]([C:8]2[CH:9]=[N:10][N:11]([CH:13]([CH3:15])[CH3:14])[CH:12]=2)[CH:5]=1 |f:3.4,6.7.8|. Procedure details: 145 mg of 2,6-dichloro-4-(1-isopropyl-1H-pyrazol-4-yl)pyridine obtained by Step 2, 87 mg of (S)-(−)-1-(4-fluorophenyl)ethylamine, 34 mg of 2-(di-t-butylphosphino)biphenyl, 109 mg of sodium t-butoxide and 13 mg of palladium acetate were added in turn to 6 ml of degassed toluene, and then the mixture was stirred at 85° C. for 2 hours under argon atmosphere. The reaction solution was diluted with ethyl acetate. The solution was washed in turn with water and brine and then dried over magnesium sulfa...